Dataset: the Open Reaction Database (ORD), a public repository of structured organic reaction records. Task: describe an organic reaction: reactants, conditions, products, and yield The reactants are C1CCCCC1.C(C)OCC (cyclohexane diethyl ether), N1=C(C=CC=C1)C1=NC=CC=C1 (2,2′-bipyridine), C(C)OCC (diethyl ether), C1(=CC=CC=C1)[Li] (phenyllithium). Solvent: O (water). Run at time 2 hour. The product is C1(=CC=CC=C1)C1=CC=CC(=N1)C1=NC=CC=C1 (6-phenyl-2,2′-bipyridine). Yield: 55.4%. RXN SMILES: [C:1]1([Li])[CH:6]=[CH:5][CH:4]=[CH:3][CH:2]=1.C1CCCCC1.C(OCC)C.[N:19]1[CH:24]=[CH:23][CH:22]=[CH:21][C:20]=1[C:25]1[CH:30]=[CH:29][CH:28]=[CH:27][N:26]=1.C(OCC)C>O>[C:1]1([C:27]2[N:26]=[C:25]([C:20]3[CH:21]=[CH:22][CH:23]=[CH:24][N:19]=3)[CH:30]=[CH:29][CH:28]=2)[CH:6]=[CH:5][CH:4]=[CH:3][CH:2]=1 |f:1.2|. Procedure: A solution of phenyllithium.cyclohexane/diethyl ether (40.9 ml, 38.4 mmol) was dropwise added to a mixture of 2,2′-bipyridine (5.0 g, 32.0 mmol) and diethyl ether (50 ml) at 5° C. while 15 minutes. This reaction mixture was stirred at room temperature for 2 hours, then the mixture was poured into water, an organic layer was separated from the mixture, furthermore an aqueous layer was extracted with dichloromethane. The organic layer was combined, and the solvent was distilled off, and the residu... The reactants are CC1CN(c2cc(Br)c([N+](=O)[O-])cc2C=O)CC(C)O1, CC(C)O, O=C1CC(=O)NC(=O)N1. Yields the product CC1CN2c3cc(Br)c([N+](=O)[O-])cc3CC3(C(=O)NC(=O)NC3=O)C2C(C)O1. As a reaction SMILES: [Br:1][c:2]1[cH:3][c:4]([N:13]2[CH2:14][CH:15]([CH3:20])[O:16][CH:17]([CH3:19])[CH2:18]2)[c:5]([CH:6]=[O:7])[cH:8][c:9]1[N+:10](=[O:11])[O-:12].[CH:30]([OH:31])([CH3:32])[CH3:33].[O:21]=[C:22]1[CH2:23][C:24](=[O:25])[NH:26][C:27](=[O:28])[NH:29]1>>[Br:1][c:2]1[cH:3][c:4]2[c:5]([cH:8][c:9]1[N+:10](=[O:11])[O-:12])[CH2:6][C:23]1([CH:14]3[N:13]2[CH2:18][CH:17]([CH3:19])[O:16][CH:15]3[CH3:20])[C:22](=[O:21])[NH:29][C:27](=[O:28])[NH:26][C:24]1=[O:25]. Starting materials: FC(OC1=C(C=C(C=C1)F)CO)(C1=CC=C(C=C1)C1=CC=C(C=C1)C(F)(F)F)F ((2-{Difluoro-[4′-(trifluoromethyl)biphenyl-4-yl]methoxy}-5-fluorophenyl)methanol), C1(=CC=CC=C1)P(C1=CC=CC=C1)C1=CC=CC=C1 (triphenylphosphine), BrC(Br)(Br)Br (tetrabromomethane). Solvent: ClCCl (dichloromethane). Product: FC(C1=CC=C(C=C1)C1=CC=C(C=C1)C(F)(F)F)(F)OC1=C(C=C(C=C1)F)CBr (2-(Bromomethyl)-4-fluorophenyl difluoro[4′-(trifluoromethyl)biphenyl-4-yl]methyl ether). The yield is 81.0%. As a reaction SMILES: [F:1][C:2]([F:29])([C:13]1[CH:18]=[CH:17][C:16]([C:19]2[CH:24]=[CH:23][C:22]([C:25]([F:28])([F:27])[F:26])=[CH:21][CH:20]=2)=[CH:15][CH:14]=1)[O:3][C:4]1[CH:9]=[CH:8][C:7]([F:10])=[CH:6][C:5]=1[CH2:11]O.C1(P(C2C=CC=CC=2)C2C=CC=CC=2)C=CC=CC=1.[Br:49]C(Br)(Br)Br>ClCCl>[F:1][C:2]([O:3][C:4]1[CH:9]=[CH:8][C:7]([F:10])=[CH:6][C:5]=1[CH2:11][Br:49])([F:29])[C:13]1[CH:18]=[CH:17][C:16]([C:19]2[CH:24]=[CH:23][C:22]([C:25]([F:28])([F:27])[F:26])=[CH:21][CH:20]=2)=[CH:15][CH:14]=1. Reported procedure: 220 mg (0.53 mmol) of (2-{difluoro-[4′-(trifluoromethyl)biphenyl-4-yl]methoxy}-5-fluorophenyl)-methanol from Example 40A, 154 mg (0.59 mmol) of triphenylphosphine and 194.6 mg (0.59 mmol) tetrabromomethane are stirred in 5 ml dichloromethane at RT for 12 hours. 2 g of silica gel are added to the reaction mixture, and the mixture is then dried in vacuo and purified by silica gel chromatography (mobile phase: cyclohexane/ethyl acetate 10:1). 217 mg (0.46 mmol, 95% purity, 81% yield) of a solid are... Starting materials: Cc1nc(OCC2CC2)c(Br)cc1C(=O)O, NC1CCCCC1O. Yields the product Cc1nc(OCC2CC2)c(Br)cc1C(=O)NC1CCCCC1O. As a reaction SMILES: [Br:1][c:2]1[c:3]([O:12][CH2:13][CH:14]2[CH2:15][CH2:16]2)[n:4][c:5]([CH3:11])[c:6]([C:7](=[O:8])[OH:9])[cH:10]1.[NH2:17][CH:18]1[CH:19]([OH:24])[CH2:20][CH2:21][CH2:22][CH2:23]1>>[Br:1][c:2]1[c:3]([O:12][CH2:13][CH:14]2[CH2:15][CH2:16]2)[n:4][c:5]([CH3:11])[c:6]([C:7](=[O:9])[NH:17][CH:18]2[CH:19]([OH:24])[CH2:20][CH2:21][CH2:22][CH2:23]2)[cH:10]1. Reactants: CO, [H][H], CC(C)(C)OC(=O)N1CC=C(c2cccs2)C1. Product: CC(C)(C)OC(=O)N1CCC(c2cccs2)C1. RXN SMILES: [CH3:20][OH:21].[H:18][H:19].[s:1]1[c:2]([C:6]2=[CH:10][CH2:9][N:8]([C:11](=[O:12])[O:13][C:14]([CH3:15])([CH3:16])[CH3:17])[CH2:7]2)[cH:3][cH:4][cH:5]1>>[s:1]1[c:2]([CH:6]2[CH2:7][N:8]([C:11](=[O:12])[O:13][C:14]([CH3:15])([CH3:16])[CH3:17])[CH2:9][CH2:10]2)[cH:3][cH:4][cH:5]1. Starting materials: O=C([O-])[O-], CC(C)=O, [K+], [K+], CCCOc1c(OCCCBr)cc(C2CCC(c3cc(OC)c(OC)c(OC)c3)O2)cc1S(=O)(=O)CC(C)O, c1c[nH]cn1. The product is CCCOc1c(OCCCn2ccnc2)cc(C2CCC(c3cc(OC)c(OC)c(OC)c3)O2)cc1S(=O)(=O)CC(C)O. As a reaction SMILES: [C:45](=[O:46])([O-:47])[O-:48].[CH3:51][C:52](=[O:53])[CH3:54].[K+:49].[K+:50].[OH:1][CH:2]([CH2:3][S:4](=[O:5])(=[O:6])[c:7]1[cH:8][c:9]([CH:22]2[O:23][CH:24]([c:27]3[cH:28][c:29]([O:37][CH3:38])[c:30]([O:35][CH3:36])[c:31]([O:33][CH3:34])[cH:32]3)[CH2:25][CH2:26]2)[cH:10][c:11]([O:17][CH2:18][CH2:19][CH2:20][Br:21])[c:12]1[O:13][CH2:14][CH2:15][CH3:16])[CH3:39].[nH:40]1[cH:41][n:42][cH:43][cH:44]1>>[OH:1][CH:2]([CH2:3][S:4](=[O:5])(=[O:6])[c:7]1[cH:8][c:9]([CH:22]2[O:23][CH:24]([c:27]3[cH:28][c:29]([O:37][CH3:38])[c:30]([O:35][CH3:36])[c:31]([O:33][CH3:34])[cH:32]3)[CH2:25][CH2:26]2)[cH:10][c:11]([O:17][CH2:18][CH2:19][CH2:20][n:40]2[cH:41][n:42][cH:43][cH:44]2)[c:12]1[O:13][CH2:14][CH2:15][CH3:16])[CH3:39].